This data is from the Open Reaction Database (ORD), a public repository of structured organic reaction records. The task is: describe an organic reaction: reactants, conditions, products, and yield Starting materials: CC(CCO)CC(C)(C)C, CS(C)=O, [O-][n+]1c(Cl)cccc1Cl, [Na+], [OH-]. Yields the product CC(CCOc1cccc(Cl)[n+]1[O-])CC(C)(C)C. RXN SMILES: [CH3:10][CH:11]([CH2:12][CH2:13][OH:14])[CH2:15][C:16]([CH3:17])([CH3:18])[CH3:19].[CH3:22][S:23]([CH3:24])=[O:25].[Cl:1][c:2]1[n+:3]([O-:9])[c:4]([Cl:8])[cH:5][cH:6][cH:7]1.[Na+:21].[OH-:20]>>[c:2]1([O:14][CH2:13][CH2:12][CH:11]([CH3:10])[CH2:15][C:16]([CH3:17])([CH3:18])[CH3:19])[n+:3]([O-:9])[c:4]([Cl:8])[cH:5][cH:6][cH:7]1. Reactants: C(C)OC(=O)C1OC2=CC=CC(=C2C=C1C=O)Cl (5-chloro-3-formyl-2H-chromene-2-carboxylic acid ethyl ester), C(#N)[BH3-].[Na+] (sodium cyanoborohydride), C(C)(=O)O (acetic acid), COC([C@H](CC1CCCCC1)N)=O ((S)-2-amino-3-cyclohexyl-propionic acid methyl ester), CCN(C(C)C)C(C)C (N,N′-diisopropylethylamine). Run in CO (methanol). Reaction conditions: temperature 25 celsius, time 10 hour. Product: ethyl acetate petroleum ether, COC(=O)C=1OC2=CC=CC(=C2CC1CN[C@@H](CC1CCCCC1)C(=O)OC)Cl (5-chloro-3-[((S)-2-cyclohexyl-1-methoxycarbonyl-ethylamino)-methyl]-4H-chromene-2 carboxylic acid methyl ester). Yield: 47.5%. Reaction SMILES: [CH2:1]([O:3][C:4]([CH:6]1[C:15]([CH:16]=O)=[CH:14][C:13]2[C:8](=[CH:9][CH:10]=[CH:11][C:12]=2[Cl:18])[O:7]1)=[O:5])C.[CH3:19][O:20][C:21](=[O:31])[C@@H:22]([NH2:30])[CH2:23][CH:24]1[CH2:29][CH2:28][CH2:27][CH2:26][CH2:25]1.CCN(C(C)C)C(C)C.C([BH3-])#N.[Na+].C(O)(=O)C>CO>[CH3:1][O:3][C:4]([C:6]1[O:7][C:8]2[C:13]([CH2:14][C:15]=1[CH2:16][NH:30][C@H:22]([C:21]([O:20][CH3:19])=[O:31])[CH2:23][CH:24]1[CH2:29][CH2:28][CH2:27][CH2:26][CH2:25]1)=[C:12]([Cl:18])[CH:11]=[CH:10][CH:9]=2)=[O:5] |f:3.4|. Procedure details: To a solution of 5-chloro-3-formyl-2H-chromene-2-carboxylic acid ethyl ester (1.0 g, 3.74 mmol) in methanol (20 mL) containing molecular sieves (0.7 g) was added commercially available (S)-2-amino-3-cyclohexyl-propionic acid methyl ester (0.83 g, 3.74 mmol) and N,N′-diisopropylethylamine (1.30 mL, 7.49 mmol). The mixture was stirred at 25° C. for 10 hours. At this time, sodium cyanoborohydride (0.47 g, 7.49 mmol) and acetic acid (0.47 mL, 7.49 mmol) were added simultaneously to the reaction mixt... Starting materials: BrC=1C=C2CCCN(C2=CC1C)C(C)C (6-bromo-1-isopropyl-7-methyl-1,2,3,4-tetrahydro-quinoline), 2-methoxy-5-formyl boronic acid, C([O-])([O-])=O.[K+].[K+] (potassium carbonate), COCCOC (1,2-dimethoxyethane). The reagents and catalysts are C=1C=CC(=CC1)[P](C=2C=CC=CC2)(C=3C=CC=CC3)[Pd]([P](C=4C=CC=CC4)(C=5C=CC=CC5)C=6C=CC=CC6)([P](C=7C=CC=CC7)(C=8C=CC=CC8)C=9C=CC=CC9)[P](C=1C=CC=CC1)(C=1C=CC=CC1)C=1C=CC=CC1 (Tetrakis(triphenylphosphine)palladium(0)). The solvent is O (water), C(C)(=O)OCC (ethyl acetate). The product is C(C)(C)N1CCCC2=CC(=C(C=C12)C)C=1C=C(C=O)C=CC1OC (3-(1-isopropyl-7-methyl-1,2,3,4-tetrahydro-6-quinolinyl)-4-methoxybenzaldehyde). Isolated yield 79.0%. Reaction SMILES: Br[C:2]1[CH:3]=[C:4]2[C:9](=[CH:10][C:11]=1[CH3:12])[N:8]([CH:13]([CH3:15])[CH3:14])[CH2:7][CH2:6][CH2:5]2.[C:16](=[O:19])([O-])[O-].[K+].[K+].CO[CH2:24][CH2:25][O:26][CH3:27]>O.C(OCC)(=O)C.C1C=CC([P]([Pd]([P](C2C=CC=CC=2)(C2C=CC=CC=2)C2C=CC=CC=2)([P](C2C=CC=CC=2)(C2C=CC=CC=2)C2C=CC=CC=2)[P](C2C=CC=CC=2)(C2C=CC=CC=2)C2C=CC=CC=2)(C2C=CC=CC=2)C2C=CC=CC=2)=CC=1>[CH:13]([N:8]1[C:9]2[C:4](=[CH:3][C:2]([C:3]3[CH:2]=[C:11]([CH:10]=[CH:24][C:25]=3[O:26][CH3:27])[CH:16]=[O:19])=[C:11]([CH3:12])[CH:10]=2)[CH2:5][CH2:6][CH2:7]1)([CH3:15])[CH3:14] |f:1.2.3,^1:38,40,59,78|. Reported procedure: A mixture of 6-bromo-1-isopropyl-7-methyl-1,2,3,4-tetrahydro-quinoline (0.85 g, 3.16 mmol), 2-methoxy-5-formyl boronic acid (1.13 g, 6.31 mmol) and potassium carbonate (1.70 g, 12.64 mmol) in 1,2-dimethoxyethane (30 mL) and water (1.5 mL) was degassed with argon for 15 minutes. Tetrakis(triphenylphosphine)palladium(0) (0.80 g, 0.63 mmol) was added and the mixture heated at reflux under argon for 35 hours. The solution was cooled to room temperature, diluted with ethyl acetate and washed successi... Starting materials: ClC=1C=C(C(=NC1)N(S(=O)(=O)C1=CC=C(C=C1)OCC1CCOCC1)CC(C)C)C (N-(5-chloro-3-methylpyridin-2-yl)-N-isobutyl-4-((tetrahydro-2H-pyran-4-yl)methoxy)benzenesulfonamide), [B-](C(=C)C)(F)(F)F.[K+] (potassium trifluoro(prop-1-en-2-yl)borate), P(=O)([O-])([O-])[O-].[K+].[K+].[K+] (potassium phosphate). The solvent is C1CCOC1 (THF). Conditions: temperature 110 celsius. The product is C(C(C)C)N(S(=O)(=O)C1=CC=C(C=C1)OCC1OCCCC1)C1=NC=C(C=C1C)C(=C)C (N-isobutyl-N-(3-methyl-5-(prop-1-en-2-yl)pyridin-2-yl)-4-((tetrahydro-2H-pyran yl)methoxy)benzenesulfonamide). Isolated yield 85.0%. RXN SMILES: Cl[C:2]1[CH:3]=[C:4]([CH3:30])[C:5]([N:8]([CH2:26][CH:27]([CH3:29])[CH3:28])[S:9]([C:12]2[CH:17]=[CH:16][C:15]([O:18][CH2:19]C3CCOCC3)=[CH:14][CH:13]=2)(=[O:11])=[O:10])=[N:6][CH:7]=1.[B-](F)(F)(F)[C:32]([CH3:34])=[CH2:33].[K+].P([O-])([O-])([O-])=O.[K+].[K+].[K+]>C1COCC1>[CH2:26]([N:8]([C:5]1[C:4]([CH3:30])=[CH:3][C:2]([C:2]([CH3:3])=[CH2:7])=[CH:7][N:6]=1)[S:9]([C:12]1[CH:13]=[CH:14][C:15]([O:18][CH2:19][CH:15]2[CH2:14][CH2:34][CH2:32][CH2:33][O:18]2)=[CH:16][CH:17]=1)(=[O:11])=[O:10])[CH:27]([CH3:28])[CH3:29] |f:1.2,3.4.5.6|. Reported procedure: N-(5-chloro-3-methylpyridin-2-yl)-N-isobutyl-4-((tetrahydro-2H-pyran-4-yl)methoxy)benzenesulfonamide (140 mg, 0.31 mmol), potassium trifluoro(prop-1-en-2-yl)borate (69 mg, 464 μmol) and Buchwald's Suzuki-Miyaura cross-coupling pre-catalyst (prepared according to ref. J. Am. Chem. Soc. 2010, 132, 14073) (5 mg, 6.18 μmol) were dissolved in anhydrous THF (1 mL). To this solution was added degassed potassium phosphate (0.5 M aqueous) (2 mL, 1.0 mmol) then the reaction vessel sealed and heated by mic... Starting materials: ClCCCBr, O=C([O-])[O-], CN(C)C=O, CCOC(C)=O, [Cs+], [Cs+], Nc1cccc(C(=O)c2cnn(-c3ccc(F)cc3)c2N)c1. Product: Nc1c(C(=O)c2cccc(NCCCCl)c2)cnn1-c1ccc(F)cc1. As a reaction SMILES: [Br:23][CH2:24][CH2:25][CH2:26][Cl:27].[C:28](=[O:29])([O-:30])[O-:31].[CH3:34][N:35]([CH3:36])[CH:37]=[O:38].[CH3:39][CH2:40][O:41][C:42](=[O:43])[CH3:44].[Cs+:32].[Cs+:33].[NH2:1][c:2]1[c:3]([C:14]([c:15]2[cH:16][c:17]([NH2:21])[cH:18][cH:19][cH:20]2)=[O:22])[cH:4][n:5][n:6]1-[c:7]1[cH:8][cH:9][c:10]([F:13])[cH:11][cH:12]1>>[NH2:1][c:2]1[c:3]([C:14]([c:15]2[cH:16][c:17]([NH:21][CH2:24][CH2:25][CH2:26][Cl:27])[cH:18][cH:19][cH:20]2)=[O:22])[cH:4][n:5][n:6]1-[c:7]1[cH:8][cH:9][c:10]([F:13])[cH:11][cH:12]1. Reactants: C(CCC)[Li] (n-butyl-lithium), BrC1=C(C2=C(S1)C=C(C=C2)Br)C (2,6-dibromo-3-methylbenzo[b]thiophene), O (Water), C=O (Paraformaldehyde). Run in CCCCCC (hexane), CCOCC (ether). Conditions: time 30 minute. Yields the product BrC=1C=CC2=C(SC(=C2C)CO)C1 (6-bromo-2-hydroxymethyl-3-methylbenzo[b]thiophene). Isolated yield 57.7%. RXN SMILES: C([Li])CCC.Br[C:7]1[S:11][C:10]2[CH:12]=[C:13]([Br:16])[CH:14]=[CH:15][C:9]=2[C:8]=1[CH3:17].[CH2:18]=[O:19].O>CCCCCC.CCOCC>[Br:16][C:13]1[CH:14]=[CH:15][C:9]2[C:8]([CH3:17])=[C:7]([CH2:18][OH:19])[S:11][C:10]=2[CH:12]=1. Procedure: A solution of n-butyl-lithium in hexane (13.2 ml of 1.55M solution) was added dropwise to a stirred solution of 2,6-dibromo-3-methylbenzo[b]thiophene (6.60 g) in dry ether (150 ml) at 0° under dry nitrogen and the mixture was stirred at 0° for 30 minutes. Paraformaldehyde (0.71 g) was then added portionwise and the mixture was stirred at 0° for 3 hours. Water was added and the layers were separated. The ether layer was washed with water, dried (Na2SO4) and evaporated to give an oil which was chr...